This data is from the Open Reaction Database (ORD), a public repository of structured organic reaction records. The task is: describe an organic reaction: reactants, conditions, products, and yield Starting materials: [OH-].[Na+] (sodium hydroxide), C1(CCCC1)C(C(=O)NC=1C=C(C=CC1)/C=C/C(=O)OCC)C1=CC=C(C=C1)CN1N=C(OCC1=O)C1=CC=CC=C1 (ethyl (2E)-3-{3-[(cyclopentyl{4-[(5-oxo-2-phenyl-5,6-dihydro-4H-1,3,4-oxadiazin-4-yl)methyl]phenyl}acetyl)amino]phenyl}prop-2-enoate), Cl (hydrochloric acid). Run in O1CCOCC1.O (dioxane water). Run at time 8 hour. Product: C1(CCCC1)C(C(=O)NC=1C=C(C=CC1)C=CC(=O)O)C1=CC=C(C=C1)CN1N=C(OCC1=O)C1=CC=CC=C1 (3-{3-[(Cyclopentyl{4-[(5-oxo-2-phenyl-5,6-dihydro-4H-1,3,4-oxadiazin-4-yl)methyl]-phenyl}acetyl)amino]phenyl}prop-2-enoic acid). RXN SMILES: [CH:1]1([CH:6]([C:23]2[CH:28]=[CH:27][C:26]([CH2:29][N:30]3[C:35](=[O:36])[CH2:34][O:33][C:32]([C:37]4[CH:42]=[CH:41][CH:40]=[CH:39][CH:38]=4)=[N:31]3)=[CH:25][CH:24]=2)[C:7]([NH:9][C:10]2[CH:11]=[C:12](/[CH:16]=[CH:17]/[C:18]([O:20]CC)=[O:19])[CH:13]=[CH:14][CH:15]=2)=[O:8])[CH2:5][CH2:4][CH2:3][CH2:2]1.[OH-].[Na+].Cl>O1CCOCC1.O>[CH:1]1([CH:6]([C:23]2[CH:28]=[CH:27][C:26]([CH2:29][N:30]3[C:35](=[O:36])[CH2:34][O:33][C:32]([C:37]4[CH:38]=[CH:39][CH:40]=[CH:41][CH:42]=4)=[N:31]3)=[CH:25][CH:24]=2)[C:7]([NH:9][C:10]2[CH:11]=[C:12]([CH:16]=[CH:17][C:18]([OH:20])=[O:19])[CH:13]=[CH:14][CH:15]=2)=[O:8])[CH2:2][CH2:3][CH2:4][CH2:5]1 |f:1.2,4.5|. Procedure: 827 mg (1.461 mmol) of ethyl (2E)-3-{3-[(cyclopentyl{4-[(5-oxo-2-phenyl-5,6-dihydro-4H-1,3,4-oxadiazin-4-yl)methyl]phenyl}acetyl)amino]phenyl}prop-2-enoate (Example 174A) were dissolved in 28 ml of dioxane/water (3:1 v/v), and 2.2 ml of 1 N aqueous sodium hydroxide solution were added. The reaction mixture was stirred at room temperature overnight. The reaction mixture was then acidified to pH 1 with 1 N hydrochloric acid and extracted repeatedly with ethyl acetate. The combined organic phases w... Starting materials: C(C1=CC=CC=C1)OC(NCC1CC(CCC1)N1C(C=2C(C3=CN=CC=C13)=NOC2C)=O)=O ([3-(3-methyl-4-oxo-5H-2-oxa-1,5,8-triaza-cyclopenta[a]naphthalen-5-yl)-cyclohexylmethyl]-carbamic acid benzyl ester), I[Si](C)(C)C (iodotrimethylsilane). Run in ClCCl (dichloromethane). Yields the product I.NCC1CC(CCC1)N1C(C=2C(C3=CN=CC=C13)=NOC2C)=O (5-(3-Aminomethyl-cyclohexyl)-3-methyl-5H-2-oxa-1,5,8-triaza-cyclopenta[a]naphthalen-4-one hydroiodide). RXN SMILES: C(OC(=O)[NH:10][CH2:11][CH:12]1[CH2:17][CH2:16][CH2:15][CH:14]([N:18]2[C:27]3[C:22](=[CH:23][N:24]=[CH:25][CH:26]=3)[C:21]3=[N:28][O:29][C:30]([CH3:31])=[C:20]3[C:19]2=[O:32])[CH2:13]1)C1C=CC=CC=1.[I:34][Si](C)(C)C>ClCCl>[IH:34].[NH2:10][CH2:11][CH:12]1[CH2:17][CH2:16][CH2:15][CH:14]([N:18]2[C:27]3[C:22](=[CH:23][N:24]=[CH:25][CH:26]=3)[C:21]3=[N:28][O:29][C:30]([CH3:31])=[C:20]3[C:19]2=[O:32])[CH2:13]1 |f:3.4|. Reported procedure: Dissolve [3-(3-methyl-4-oxo-5H-2-oxa-1,5,8-triaza-cyclopenta[a]naphthalen-5-yl)-cyclohexylmethyl]-carbamic acid benzyl ester (0.45 g, 0.0010 mol) in dry dichloromethane (10 mL). add iodotrimethylsilane (0.36 mL, 0.0025 mol) and stir overnight at ambient temperature. Quench the mixture with methanol (5 mL) and concentrate in vacuo. Take up in minimal dichloromethane and add diethyl ether. Concentrate and titrate from dichloromethane/diethyl ether to form a dark solid. Decant he solvent and dry th... Starting materials: CCOC(=O)/N=N/C(=O)OCC (diethylazodicarboxylate), ClC=1C=C(C=CC1C(C1=C(C=CC=C1)C)=O)NC1=C(C=CC=C1)NC(CCC(=O)O)=O (N-(2-{[3-chloro-4-(2-methylbenzoyl)phenyl]amino}phenyl)-succinamic acid), C1(=CC=CC=C1)P(C1=CC=CC=C1)C1=CC=CC=C1 (triphenylphosphine), COCCOCCO (2-(2-methoxyethoxy)ethanol). Run in C1(=CC=CC=C1)C (toluene), CCOC(=O)C (EtOAc), O (water). Conditions: time 48 hour. Product: COCCOCCOC(CCC(=O)NC1=C(C=CC=C1)NC1=CC(=C(C=C1)C(C1=C(C=CC=C1)C)=O)Cl)=O (N-(2-{[3-Chloro-4-(2-methylbenzoyl)phenyl]amino}phenyl)-succinamic acid 2-(2-methoxy-ethoxy)ethyl ester). RXN SMILES: CCOC(/N=N/C(OCC)=O)=O.[Cl:13][C:14]1[CH:15]=[C:16]([NH:29][C:30]2[CH:35]=[CH:34][CH:33]=[CH:32][C:31]=2[NH:36][C:37](=[O:43])[CH2:38][CH2:39][C:40]([OH:42])=[O:41])[CH:17]=[CH:18][C:19]=1[C:20](=[O:28])[C:21]1[CH:26]=[CH:25][CH:24]=[CH:23][C:22]=1[CH3:27].C1(P(C2C=CC=CC=2)C2C=CC=CC=2)C=CC=CC=1.[CH3:63][O:64][CH2:65][CH2:66][O:67][CH2:68][CH2:69]O>C1(C)C=CC=CC=1.CCOC(C)=O.O>[CH3:63][O:64][CH2:65][CH2:66][O:67][CH2:68][CH2:69][O:41][C:40](=[O:42])[CH2:39][CH2:38][C:37]([NH:36][C:31]1[CH:32]=[CH:33][CH:34]=[CH:35][C:30]=1[NH:29][C:16]1[CH:17]=[CH:18][C:19]([C:20](=[O:28])[C:21]2[CH:26]=[CH:25][CH:24]=[CH:23][C:22]=2[CH3:27])=[C:14]([Cl:13])[CH:15]=1)=[O:43]. Reported procedure: A solution of diethylazodicarboxylate (40% in toluene, 229 μL, 0.5 mmol) was slowly added to a mixture of N-(2-{[3-chloro-4-(2-methylbenzoyl)phenyl]amino}phenyl)-succinamic acid (200 mg, 0.46 mmol) (disclosed in WO 01/05746), triphenylphosphine (132 mg, 0.50 mmol), and 2-(2-methoxyethoxy)ethanol (55 mg, 0.46 mmol) in dry toluene (2.5 ml). The reaction mixture was stirred for 48 h and then poured into a mixture of water and EtOAc. The aqueous phase was extracted with more EtOAc (×2). The combined... Starting materials: COC=1C=C(C=CC1OC)C1=NC(=C2C=CC=NC2=C1)OS(=O)(=O)C(F)(F)F (Trifluoromethanesulfonic acid 7-(3,4-dimethoxy-phenyl)-[1,6]-naphthyridine-5-yl ester), C(C)(C)NC(C)C (N,N-diisopropylamine), NCC1=NNC(O1)=O (5-aminomethyl-3H-[1,3,4]oxadiazole-2-one), C(C)(C)NC(C)C (N,N-diisopropylamine). Run in CC(=O)N(C)C (dimethylacetamide). Reaction conditions: temperature 70 celsius. Product: COC=1C=C(C=CC1OC)C1=NC(=C2C=CC=NC2=C1)NCC1=NNC(O1)=O (5-{[7-(3,4-Dimethoxy-phenyl)-[1,6]naphthyridine-5-ylamino]-methyl}-3H-[1,3,4]oxadiazole-2-one). As a reaction SMILES: [CH3:1][O:2][C:3]1[CH:4]=[C:5]([C:11]2[CH:20]=[C:19]3[C:14]([CH:15]=[CH:16][CH:17]=[N:18]3)=[C:13](OS(C(F)(F)F)(=O)=O)[N:12]=2)[CH:6]=[CH:7][C:8]=1[O:9][CH3:10].[NH2:29][CH2:30][C:31]1[O:35][C:34](=[O:36])[NH:33][N:32]=1.C(NC(C)C)(C)C>CC(N(C)C)=O>[CH3:1][O:2][C:3]1[CH:4]=[C:5]([C:11]2[CH:20]=[C:19]3[C:14]([CH:15]=[CH:16][CH:17]=[N:18]3)=[C:13]([NH:29][CH2:30][C:31]3[O:35][C:34](=[O:36])[NH:33][N:32]=3)[N:12]=2)[CH:6]=[CH:7][C:8]=1[O:9][CH3:10]. Procedure: 97 mg Trifluoromethanesulfonic acid 7-(3,4-dimethoxy-phenyl)-[1,6]-naphthyridine-5-yl ester (6.2), 30 mg 5-aminomethyl-3H-[1,3,4]oxadiazole-2-one (2.33) and 0.132 mL N,N-diisopropylamine were placed in dimethylacetamide at ambient temperature. The reaction was heated to 70° C. overnight. After this time the reaction was cooled to ambient temperature and additional 0.132 mL N,N-diisopropylamine were added. The reaction was heated to 90° C. for 6 h. After this time, the mixture was cooled to ambie... Reactants: CC(C)CCNC(=O)c1ccc(Cl)nn1, O=C(c1cc(F)ccc1C(F)(F)F)N1CCNCC1. Product: CC(C)CCNC(=O)c1ccc(N2CCN(C(=O)c3cc(F)ccc3C(F)(F)F)CC2)nn1. RXN SMILES: [CH3:1][CH:2]([CH2:3][CH2:4][NH:5][C:6](=[O:7])[c:8]1[n:9][n:10][c:11]([Cl:14])[cH:12][cH:13]1)[CH3:15].[N:16]1([C:22](=[O:23])[c:24]2[c:25]([C:31]([F:32])([F:33])[F:34])[cH:26][cH:27][c:28]([F:30])[cH:29]2)[CH2:17][CH2:18][NH:19][CH2:20][CH2:21]1>>[CH3:1][CH:2]([CH2:3][CH2:4][NH:5][C:6](=[O:7])[c:8]1[n:9][n:10][c:11]([N:19]2[CH2:18][CH2:17][N:16]([C:22](=[O:23])[c:24]3[c:25]([C:31]([F:32])([F:33])[F:34])[cH:26][cH:27][c:28]([F:30])[cH:29]3)[CH2:21][CH2:20]2)[cH:12][cH:13]1)[CH3:15]. The reactants are CC=1C(=C(C(=O)C2=CC=CC=C2)C=CC1)C (dimethylbenzophenone), CC=1C(=C(C(=O)C2=CC=CC=C2)C=CC1)C (dimethylbenzophenone), C(C1=CC=CC=C1)(=O)O (benzoic acid), xylenes. Run in CC=1C=CC(=CC1)C (p-xylene). Product: CC1=C(C(=O)C2=CC=CC=C2)C=C(C=C1)C (2,5-dimethylbenzophenone). Reaction SMILES: C[C:2]1[C:3]([CH3:16])=[C:4]([CH:13]=[CH:14][CH:15]=1)[C:5]([C:7]1[CH:12]=[CH:11][CH:10]=[CH:9][CH:8]=1)=[O:6].[C:17](O)(=O)C1C=CC=CC=1>CC1C=CC(C)=CC=1>[CH3:16][C:3]1[CH:2]=[CH:15][C:14]([CH3:17])=[CH:13][C:4]=1[C:5]([C:7]1[CH:8]=[CH:9][CH:10]=[CH:11][CH:12]=1)=[O:6]. Reported procedure: The dimethylbenzophenone fraction is contaminated with a small amount (0.05-0.1 lb/lb dimethylbenzophenones) of benzoic acid that co-distills with it. The benzoic acid is removed from the final product as described in Example 1. The washed dimethylbenzophenone product may or may not be given a final distillation in a 10 trays Oldershaw column to improve product color and purity as described in Example 1. Synthesis of dimethylbenzophenone from an isomeric mixture of xylenes will produce a mixture... The reactants are amine, [Si](C)(C)(C(C)(C)C)O[C@H]1C[C@H](CC1)CCCCP(OCC)=O ((±)-cis-ethyl [3(t-butyldimethylsilyloxy)cyclopentanyl]butylphosphinate), [H][H] (hydrogen). Reagents/catalysts: O=[Pt]=O (PtO2). The product is O[C@H]1C[C@H](CC1)CCCCP(OCC)=O ((±)-cis-ethyl (3-hydroxycyclopentanyl)butylphosphinate). RXN SMILES: [Si]([O:8][C@@H:9]1[CH2:13][CH2:12][C@H:11]([CH2:14][CH2:15][CH2:16][CH2:17][PH:18](=[O:22])[O:19][CH2:20][CH3:21])[CH2:10]1)(C(C)(C)C)(C)C.[H][H]>O=[Pt]=O>[OH:8][C@@H:9]1[CH2:13][CH2:12][C@H:11]([CH2:14][CH2:15][CH2:16][CH2:17][PH:18](=[O:22])[O:19][CH2:20][CH3:21])[CH2:10]1. Procedure details: A related strategy was applied to the synthesis of (±)-(cis-3-aminocyclopentanyl)methylphosphinic acid (Scheme 3). However, in this synthesis, a Mitzanobu reaction was performed at the start of the sequence on isopropyl (±)-(3-hydroxycyclopentenyl)methylphosphinate (3) to yield (±)-isopropyl (3-aminocyclopentenyl)methylphosphinate (8). The amine was then protected as the t-butyloxycarbonylamide (BOC) (9) which provided the steric bulk to direct the approach of the hydrogen. The hydrogenation was... Reactants: CCCc1nc2c(C)cc(-c3cn(CCC(F)(F)F)cn3)cc2n1Cc1ccc(-c2ccccc2C(=O)OC(C)(C)C)cc1, ClCCl, O=C(O)C(F)(F)F. Yields the product CCCc1nc2c(C)cc(-c3cn(CCC(F)(F)F)cn3)cc2n1Cc1ccc(-c2ccccc2C(=O)O)cc1. As a reaction SMILES: [CH2:1]([CH2:2][CH3:3])[c:4]1[n:5][c:6]2[c:7]([n:8]1[CH2:9][c:10]1[cH:11][cH:12][c:13](-[c:16]3[c:17]([C:22](=[O:23])[O:24][C:25]([CH3:26])([CH3:27])[CH3:28])[cH:18][cH:19][cH:20][cH:21]3)[cH:14][cH:15]1)[cH:29][c:30](-[c:34]1[n:35][cH:36][n:37]([CH2:39][CH2:40][C:41]([F:42])([F:43])[F:44])[cH:38]1)[cH:31][c:32]2[CH3:33].[CH2:52]([Cl:53])[Cl:54].[OH:45][C:46]([C:47]([F:48])([F:49])[F:50])=[O:51]>>[CH2:1]([CH2:2][CH3:3])[c:4]1[n:5][c:6]2[c:7]([n:8]1[CH2:9][c:10]1[cH:11][cH:12][c:13](-[c:16]3[c:17]([C:22](=[O:23])[OH:24])[cH:18][cH:19][cH:20][cH:21]3)[cH:14][cH:15]1)[cH:29][c:30](-[c:34]1[n:35][cH:36][n:37]([CH2:39][CH2:40][C:41]([F:42])([F:43])[F:44])[cH:38]1)[cH:31][c:32]2[CH3:33]. Starting materials: COC(=O)C=1C(=C2C=C(C(N(C2=CN1)CC1CCCC1)=O)C1=CC=CC=C1)O (1-cyclopentylmethyl-5-hydroxy-2-oxo-3-phenyl-1,2-dihydro-[1,7]naphthyridine-6-carboxylic acid methyl ester), BrN1C(CCC1=O)=O (N-bromosuccinimide). Run in C(Cl)Cl (CH2Cl2). Yields the product COC(=O)C=1C(=C2C=C(C(N(C2=C(N1)Br)CC1CCCC1)=O)C1=CC=CC=C1)O (8-Bromo-1-cyclopentylmethyl-5-hydroxy-2-oxo-3-phenyl-1,2-dihydro-[1,7]naphthyridine-6-carboxylic acid methyl ester). Yield: 71.2%. As a reaction SMILES: [CH3:1][O:2][C:3]([C:5]1[C:6]([OH:28])=[C:7]2[C:12](=[CH:13][N:14]=1)[N:11]([CH2:15][CH:16]1[CH2:20][CH2:19][CH2:18][CH2:17]1)[C:10](=[O:21])[C:9]([C:22]1[CH:27]=[CH:26][CH:25]=[CH:24][CH:23]=1)=[CH:8]2)=[O:4].[Br:29]N1C(=O)CCC1=O>C(Cl)Cl>[CH3:1][O:2][C:3]([C:5]1[C:6]([OH:28])=[C:7]2[C:12](=[C:13]([Br:29])[N:14]=1)[N:11]([CH2:15][CH:16]1[CH2:17][CH2:18][CH2:19][CH2:20]1)[C:10](=[O:21])[C:9]([C:22]1[CH:27]=[CH:26][CH:25]=[CH:24][CH:23]=1)=[CH:8]2)=[O:4]. Reported procedure: A mixture of 1-cyclopentylmethyl-5-hydroxy-2-oxo-3-phenyl-1,2-dihydro-[1,7]naphthyridine-6-carboxylic acid methyl ester (147 mg, 0.39 mmol) and N-bromosuccinimide (76 mg, 0.43 mmol) in CH2Cl2 (1.5 mL) was refluxed for 3 h. Solvent was evaporated in vacuo, and the residue was purified by silica gel chromatography (5-15% EtOAc/hexanes+1% AcOH) to give 127 mg of the title compound as a yellow solid. MS: (−) m/z 455.21, 457.17 (M-1, 79/81Br). Starting materials: CC(C)(C)O, CC(C)(C)[O-], CI, CCOC(C)=O, [K+], CC12CCC(=O)NC1CCc1cc(-c3ccc([N+](=O)[O-])cc3C(F)(F)F)ccc12. Yields the product CN1C(=O)CCC2(C)c3ccc(-c4ccc([N+](=O)[O-])cc4C(F)(F)F)cc3CCC12. RXN SMILES: [C:30]([OH:31])([CH3:32])([CH3:33])[CH3:34].[CH3:35][C:36]([CH3:37])([O-:38])[CH3:39].[CH3:41][I:42].[CH3:43][CH2:44][O:45][C:46](=[O:47])[CH3:48].[K+:40].[N+:1](=[O:2])([O-:3])[c:4]1[cH:5][c:6]([C:26]([F:27])([F:28])[F:29])[c:7](-[c:10]2[cH:11][c:12]3[c:13]([cH:24][cH:25]2)[C:14]2([CH3:23])[CH2:15][CH2:16][C:17](=[O:22])[NH:18][CH:19]2[CH2:20][CH2:21]3)[cH:8][cH:9]1>>[N+:1](=[O:2])([O-:3])[c:4]1[cH:5][c:6]([C:26]([F:27])([F:28])[F:29])[c:7](-[c:10]2[cH:11][c:12]3[c:13]([cH:24][cH:25]2)[C:14]2([CH3:23])[CH2:15][CH2:16][C:17](=[O:22])[N:18]([CH3:30])[CH:19]2[CH2:20][CH2:21]3)[cH:8][cH:9]1.